This data is from the Open Reaction Database (ORD), a public repository of structured organic reaction records. The task is: describe an organic reaction: reactants, conditions, products, and yield Yields the product CCN1CCN(c2cc(N)ccn2)CC1. Starting materials: CCN1CCN(c2cc([N+](=O)[O-])ccn2)CC1, CO, [H][H]. Reaction SMILES: [CH2:1]([CH3:2])[N:3]1[CH2:4][CH2:5][N:6]([c:9]2[n:10][cH:11][cH:12][c:13]([N+:15]([O-:16])=[O:17])[cH:14]2)[CH2:7][CH2:8]1.[CH3:20][OH:21].[H:18][H:19]>>[CH2:1]([CH3:2])[N:3]1[CH2:4][CH2:5][N:6]([c:9]2[n:10][cH:11][cH:12][c:13]([NH2:15])[cH:14]2)[CH2:7][CH2:8]1. Reactants: O (water), ClC1=CC(=C(CO)C=C1)O (4-chloro-2-hydroxybenzyl alcohol), COCCl (methoxymethyl chloride), CC(C)([O-])C.[K+] (potassium t-butoxide). Run in C(C)(=O)OCC (ethyl acetate), CN(C(C)=O)C (N,N-dimethylacetamide). Reaction conditions: time 10 minute. The product is ClC1=CC(=C(CO)C=C1)OCOC (4-Chloro-2-methoxymethoxybenzyl alcohol). Isolated yield 92.0%. Reaction SMILES: [Cl:1][C:2]1[CH:9]=[CH:8][C:5]([CH2:6][OH:7])=[C:4]([OH:10])[CH:3]=1.CC(C)([O-])C.[K+].[CH3:17][O:18][CH2:19]Cl.O>CN(C)C(=O)C.C(OCC)(=O)C>[Cl:1][C:2]1[CH:9]=[CH:8][C:5]([CH2:6][OH:7])=[C:4]([O:10][CH2:17][O:18][CH3:19])[CH:3]=1 |f:1.2|. Procedure: 4.00 g of 4-chloro-2-hydroxybenzyl alcohol [prepared as described in step (a) above] were dissolved in 80 ml of N,N-dimethylacetamide, and then 2.83 g of potassium t-butoxide were added to the resulting solution, whilst ice-cooling, and the mixture was stirred for 10 minutes. 2.09 ml of methoxymethyl chloride were then added to the reaction mixture, whilst ice-cooling, and the mixture was then stirred at room temperature for 1 hour. At the end of this time, 60 ml of water and 300 ml of ethyl ace...